This data is from the Open Reaction Database (ORD), a public repository of structured organic reaction records. The task is: describe an organic reaction: reactants, conditions, products, and yield Starting materials: C(#N)[BH3-].[Na+] (sodium cyanoborohydride), SC1=CC=NC=C1 (4-mercaptopyridine), ethanolic solution, C(C(=O)O)(=O)O (oxalic acid), CN(C=CC(=O)C1=CC=CC=C1)C (3-dimethylaminoacrylophenone), P(=O)(Cl)(Cl)Cl (phosphorus oxychloride), Cl (hydrochloric acid). The solvent is C(C)O (ethanol), O (water). Product: C1(CCCCC1)C(C(=CCN(C)C)C1=CC=CC=C1)O (1-cyclohexyl-4-dimethylamino-2-phenyl-2-buten-1-ol), crystals. Reaction SMILES: [CH3:1][N:2]([CH3:13])[CH:3]=[CH:4][C:5]([C:7]1[CH:12]=[CH:11][CH:10]=[CH:9][CH:8]=1)=O.P(Cl)(Cl)(Cl)=O.S[C:20]1[CH:25]=[CH:24]N=[CH:22][CH:21]=1.C([BH3-])#N.[Na+].Cl.[C:31]([OH:36])(=O)[C:32](O)=O>O.C(O)C>[CH:32]1([CH:31]([OH:36])[C:5]([C:7]2[CH:12]=[CH:11][CH:10]=[CH:9][CH:8]=2)=[CH:4][CH2:3][N:2]([CH3:13])[CH3:1])[CH2:24][CH2:25][CH2:20][CH2:21][CH2:22]1 |f:3.4|. Reported procedure: By using a method similar to that described in Example 35, but starting from 3-dimethylaminoacrylophenone (10 g), phosphorus oxychloride (5 cc), 4-mercaptopyridine (6.35 g) and sodium cyanoborohydride (2 g), a chestnut-coloured residue is obtained which is taken up in water (100 cc). The solution is acidified to pH 2 by adding an aqueous solution of concentrated hydrochloric acid and then washed with ethyl ether (2×50 cc). The aqueous phase is adjusted to pH 10 by adding a concentrated aqueous s... Starting materials: ClC=1C=C(C(=O)NC=2C=CC(=C(C2)OC(C2=CC(=CC=C2)Cl)=O)C)C=CC1 (3-chloro-benzoic acid 5-(3-chloro-benzoylamino)-2-methyl-phenyl ester), [OH-].[Na+] (sodium hydroxide). Solvent: O1CCCC1 (tetrahydrofuran), CO (methanol). Reaction conditions: time 18 hour. The product is ClC=1C=C(C(=O)NC2=CC(=C(C=C2)C)O)C=CC1 (3-chloro-N-(3-hydroxy-4-methyl-phenyl)-benzamide). As a reaction SMILES: [Cl:1][C:2]1[CH:3]=[C:4]([CH:25]=[CH:26][CH:27]=1)[C:5]([NH:7][C:8]1[CH:9]=[CH:10][C:11]([CH3:24])=[C:12]([O:14]C(=O)C2C=CC=C(Cl)C=2)[CH:13]=1)=[O:6].[OH-].[Na+]>O1CCCC1.CO>[Cl:1][C:2]1[CH:3]=[C:4]([CH:25]=[CH:26][CH:27]=1)[C:5]([NH:7][C:8]1[CH:9]=[CH:10][C:11]([CH3:24])=[C:12]([OH:14])[CH:13]=1)=[O:6] |f:1.2|. Procedure details: A solution of 3-chlorobenzoyl chloride (32.81 g, 187.5 mmol, Aldrich) in tetrahydrofuran (50 mL) was added to a solution of 5-amino-o-cresol (9.24 g, 75 mmol, Aldrich), triethylamine (31.43 mL, 225 mmol, Aldrich) and tetrahydrofuran (150 mL) dropwise with magnetic stirring and cooling in an ice-water bath. When the addition was complete, the mixture was allowed to warm to room temperature and stirred for 16 hours. The mixture was then diluted with water (200 mL) and saturated aqueous sodium bica...